From a dataset of the Open Reaction Database (ORD), a public repository of structured organic reaction records. describe an organic reaction: reactants, conditions, products, and yield The reactants are Cc1cc(C)nc(C=Cc2n[nH]c3cc(Nc4ncccc4C(=O)O)ccc23)c1, NCC#CC1CC1, Cc1ccc(S(=O)(=O)O)cc1. The product is Cc1cc(C)nc(C=Cc2n[nH]c3cc(Nc4ncccc4C(=O)NCC#CC4CC4)ccc23)c1. As a reaction SMILES: [CH3:12][c:13]1[cH:14][c:15]([CH:20]=[CH:21][c:22]2[n:23][nH:24][c:25]3[cH:26][c:27]([NH:31][c:32]4[c:33]([C:34](=[O:35])[OH:36])[cH:37][cH:38][cH:39][n:40]4)[cH:28][cH:29][c:30]23)[n:16][c:17]([CH3:19])[cH:18]1.[CH:41]1([C:44]#[C:45][CH2:46][NH2:47])[CH2:42][CH2:43]1.[c:1]1([CH3:2])[cH:3][cH:4][c:5]([S:6]([OH:7])(=[O:8])=[O:9])[cH:10][cH:11]1>>[CH3:12][c:13]1[cH:14][c:15]([CH:20]=[CH:21][c:22]2[n:23][nH:24][c:25]3[cH:26][c:27]([NH:31][c:32]4[c:33]([C:34](=[O:35])[NH:47][CH2:46][C:45]#[C:44][CH:41]5[CH2:42][CH2:43]5)[cH:37][cH:38][cH:39][n:40]4)[cH:28][cH:29][c:30]23)[n:16][c:17]([CH3:19])[cH:18]1.